describe an organic reaction: reactants, conditions, products, and yield From a dataset of the Open Reaction Database (ORD), a public repository of structured organic reaction records. The reactants are C(C(O)C)(=O)OCC (ethyl lactate), poly(hydroxystyrene), CCCCCC (n-hexane). Yields the product poly(hydroxystyrene), OC=CC1=CC=CC=C1 (hydroxystyrene). As a reaction SMILES: [CH3:1][CH2:2][CH2:3][CH2:4][CH2:5]C.[C:7]([O:12]CC)(=O)[CH:8]([CH3:10])O>>[OH:12][CH:7]=[CH:8][C:10]1[CH:5]=[CH:4][CH:3]=[CH:2][CH:1]=1. Procedure details: A solution prepared by dissolving 10.0 g of a poly(hydroxystyrene) resin having a weight-average molecular weight of 20000 with a dispersion of the molecular weight distribution Mw /Mn of 1.1 (VP-20000, a product by Nippon Soda Co.), which contained a few % by weight or less of unpolymerized monomer and oligomers having a molecular weight smaller than 1000, in 40 g of ethyl lactate was taken in a separatory funnel and admixed with 150 g of n-hexane and the mixture was thoroughly shaken followed ...